Task: describe an organic reaction: reactants, conditions, products, and yield. Dataset: the Open Reaction Database (ORD), a public repository of structured organic reaction records Yields the product CC1=Cc2c(F)ccc(Br)c2C1. The reactants are [BH4-], CC1Cc2c(Br)ccc(F)c2C1=O, [Na+], O. RXN SMILES: [BH4-:14].[Br:1][c:2]1[c:3]2[c:7]([c:8]([F:11])[cH:9][cH:10]1)[C:6](=[O:12])[CH:5]([CH3:13])[CH2:4]2.[Na+:15].[OH2:16]>>[Br:1][c:2]1[c:3]2[c:7]([c:8]([F:11])[cH:9][cH:10]1)[CH:6]=[C:5]([CH3:13])[CH2:4]2.